From a dataset of the Open Reaction Database (ORD), a public repository of structured organic reaction records. describe an organic reaction: reactants, conditions, products, and yield Reactants: BrC=1C=C(CN(C(C2=CC=CC=C2)=O)C)C=CC1 (N-(3-bromo benzyl)-N-methylbenzamide), C(=O)C1=CC=C(C=C1)B(O)O (4-formylbenzene-boronic acid), C([O-])([O-])=O.[K+].[K+] (potassium carbonate). The solvent is C1(=CC=CC=C1)C (toluene). Reaction conditions: temperature 90 celsius. Product: C(=O)C1=CC=C(C=C1)C1=CC(=CC=C1)CN(C(C1=CC=CC=C1)=O)C (N-(4′-Formylbiphenyl-3-ylmethyl)-N-methyl-benzamide). As a reaction SMILES: Br[C:2]1[CH:3]=[C:4]([CH:16]=[CH:17][CH:18]=1)[CH2:5][N:6]([CH3:15])[C:7](=[O:14])[C:8]1[CH:13]=[CH:12][CH:11]=[CH:10][CH:9]=1.[CH:19]([C:21]1[CH:26]=[CH:25][C:24](B(O)O)=[CH:23][CH:22]=1)=[O:20].C(=O)([O-])[O-].[K+].[K+]>C1(C)C=CC=CC=1>[CH:19]([C:21]1[CH:26]=[CH:25][C:24]([C:2]2[CH:18]=[CH:17][CH:16]=[C:4]([CH2:5][N:6]([CH3:15])[C:7](=[O:14])[C:8]3[CH:13]=[CH:12][CH:11]=[CH:10][CH:9]=3)[CH:3]=2)=[CH:23][CH:22]=1)=[O:20] |f:2.3.4|. Procedure details: 8.8 g (29 mmol) of N-(3-bromo benzyl)-N-methylbenzamide, 8.7 g (58 mmol) of 4-formylbenzene-boronic acid and 125 ml of toluene are introduced into a three-necked flask under argon. 36 ml (72 mmol) of aqueous potassium carbonate solution (2M) are added dropwise, the reaction medium is degassed with argon and 1 g of tetrakis(triphenylphosphine)palladium(0) chloride is added with heating at 90° C. for 24 hours. The reaction medium is poured into water and extracted with dichloromethane, and the org... The reactants are BrC=1C(=CC(=C(C(=O)O)C1)O)C (5-bromo-2-hydroxy-4-methylbenzoic acid), S(O)(O)(=O)=O (sulfuric acid), CO (methanol). Run at temperature 70 celsius, time 8 hour. Product: BrC=1C(=CC(=C(C(=O)OC)C1)O)C (methyl 5-bromo-2-hydroxy-4-methylbenzoate). Reaction SMILES: [Br:1][C:2]1[C:3]([CH3:12])=[CH:4][C:5]([OH:11])=[C:6]([CH:10]=1)[C:7]([OH:9])=[O:8].S(=O)(=O)(O)O.[CH3:18]O>>[Br:1][C:2]1[C:3]([CH3:12])=[CH:4][C:5]([OH:11])=[C:6]([CH:10]=1)[C:7]([O:9][CH3:18])=[O:8]. Reported procedure: To a solution of 5-bromo-2-hydroxy-4-methylbenzoic acid (6.78 g) in methanol (200 mL) was added dropwise sulfuric acid (6.77 mL), and the mixture was stirred overnight at 70° C. The reaction mixture was concentrated under reduced pressure, the residue was neutralized with saturated aqueous sodium bicarbonate solution under ice-cooling, and the mixture was extracted with ethyl acetate. The organic layer was washed with water and saturated brine, and dried over anhydrous sodium sulfate, and the so... Reactants: BrC=1C=CC(=NC1)OC (5-bromo-2-methoxypyridine), [Li]CCCC (n-BuLi), hexanes, N1=CC=CC=C1 (pyridine), C1COC2(CCC(CC2)=O)O1 (1,4-cyclohexanedione mono-ethylene ketal). The solvent is C1CCOC1 (THF), CO.C(Cl)Cl (MeOH CH2Cl2), C1CCOC1 (THF). Conditions: temperature -78 celsius, time 50 minute. Yields the product COC1=CC=C(C=N1)C1(CCC2(OCCO2)CC1)O (8-(6-Methoxy-pyridin-3-yl)-1,4-dioxa-spiro[4.5]decan-8-ol). Reaction SMILES: Br[C:2]1[CH:3]=[CH:4][C:5]([O:8][CH3:9])=[N:6][CH:7]=1.[Li]CCCC.N1C=CC=CC=1.[CH2:21]1[O:31][C:24]2([CH2:29][CH2:28][C:27](=[O:30])[CH2:26][CH2:25]2)[O:23][CH2:22]1>C1COCC1.CO.C(Cl)Cl>[CH3:9][O:8][C:5]1[N:6]=[CH:7][C:2]([C:27]2([OH:30])[CH2:28][CH2:29][C:24]3([O:31][CH2:21][CH2:22][O:23]3)[CH2:25][CH2:26]2)=[CH:3][CH:4]=1 |f:5.6|. Reported procedure: In a dried 3-neck flask, 5-bromo-2-methoxypyridine (12.6 g, 67.2 mmol) was dissolved in dry THF (130 mL) and cooled to −78° C. under N2. 2.5M n-BuLi in hexanes (28.2 mL, 70.4 mmol) was added dropwise and the mixture stirred at −78° C. for 50 min. To pyridine mixture was slowly added a solution of 1,4-cyclohexanedione mono-ethylene ketal (10.0 g, 64.0 mmol) in dry THF (25 mL). The resulting mixture was stirred at −78° C. for 80 min. The reaction was quenched with sat'd NH4Cl and extracted with CH... Reactants: CN=C=O, CC#N, NCCSCc1ccccn1. Yields the product CNC(=O)NCCSCc1ccccn1. Reaction SMILES: [CH3:12][N:13]=[C:14]=[O:15].[CH3:16][C:17]#[N:18].[NH2:1][CH2:2][CH2:3][S:4][CH2:5][c:6]1[n:7][cH:8][cH:9][cH:10][cH:11]1>>[NH:1]([CH2:2][CH2:3][S:4][CH2:5][c:6]1[n:7][cH:8][cH:9][cH:10][cH:11]1)[C:14]([NH:13][CH3:12])=[O:15]. Starting materials: N#Cc1ccc2c3c(cc([N+](=O)[O-])c2c1)NCC3CCl, O, O=S(=O)(O)O. Product: NC(=O)c1ccc2c3c(cc([N+](=O)[O-])c2c1)NCC3CCl. RXN SMILES: [Cl:1][CH2:2][CH:3]1[CH2:4][NH:5][c:6]2[cH:7][c:8]([N+:18](=[O:19])[O-:20])[c:9]3[c:10]([c:11]21)[cH:12][cH:13][c:14]([C:16]#[N:17])[cH:15]3.[OH2:26].[S:21]([OH:22])(=[O:23])(=[O:24])[OH:25]>>[Cl:1][CH2:2][CH:3]1[CH2:4][NH:5][c:6]2[cH:7][c:8]([N+:18](=[O:19])[O-:20])[c:9]3[c:10]([c:11]21)[cH:12][cH:13][c:14]([C:16]([NH2:17])=[O:22])[cH:15]3.